Dataset: the Open Reaction Database (ORD), a public repository of structured organic reaction records. Task: describe an organic reaction: reactants, conditions, products, and yield The reactants are Cl, Cc1ccccc1-c1cc(F)cc2c1OC(CN=[N+]=[N-])C2. Yields the product Cc1ccccc1-c1cc(F)cc2c1OC(CN)C2. As a reaction SMILES: [ClH:22].[N:1](=[N+:2]=[N-:3])[CH2:4][CH:5]1[O:6][c:7]2[c:8]([cH:10][c:11]([F:21])[cH:12][c:13]2-[c:14]2[c:15]([CH3:20])[cH:16][cH:17][cH:18][cH:19]2)[CH2:9]1>>[NH2:1][CH2:4][CH:5]1[O:6][c:7]2[c:8]([cH:10][c:11]([F:21])[cH:12][c:13]2-[c:14]2[c:15]([CH3:20])[cH:16][cH:17][cH:18][cH:19]2)[CH2:9]1. Reactants: O1C(CCCC1)N1N=CC2=CC(=CC=C12)/C=C/C(=O)OCC ((E)-ethyl 3-(1-(tetrahydro-2H-pyran-2-yl)-1H-indazol-5-yl)acrylate). Reagents/catalysts: [Pd] (Pd/C). The solvent is CO (MeOH). Yields the product O1C(CCCC1)N1N=CC2=CC(=CC=C12)CCC(=O)OCC (ethyl 3-(1-(tetrahydro-2H-pyran-2-yl)-1H-indazol-5-yl)propanoate). Isolated yield 75.0%. Reaction SMILES: [O:1]1[CH2:6][CH2:5][CH2:4][CH2:3][CH:2]1[N:7]1[C:15]2[C:10](=[CH:11][C:12](/[CH:16]=[CH:17]/[C:18]([O:20][CH2:21][CH3:22])=[O:19])=[CH:13][CH:14]=2)[CH:9]=[N:8]1>CO.[Pd]>[O:1]1[CH2:6][CH2:5][CH2:4][CH2:3][CH:2]1[N:7]1[C:15]2[C:10](=[CH:11][C:12]([CH2:16][CH2:17][C:18]([O:20][CH2:21][CH3:22])=[O:19])=[CH:13][CH:14]=2)[CH:9]=[N:8]1. Procedure: A stirred solution of (E)-ethyl 3-(1-(tetrahydro-2H-pyran-2-yl)-1H-indazol-5-yl)acrylate (0.78 g, 2.60 mmol) in MeOH (30 mL) and Pd/C (100 mg, 0.094 mmol) was stirred under hydrogen atmosphere overnight. The reaction mixture was filtered through celite, and the filtrate was concentrated and dried to give ethyl 3-(1-(tetrahydro-2H-pyran-2-yl)-1H-indazol-5-yl)propanoate (0.59 g, 75%), used without further purification. 1HNMR: 400 MHz, DMSO-d6: δ 1.13-1.15 (m, 3H), 1.56-1.57 (m, 2H), 1.58-1.59 (m, ... The reactants are O=C([O-])[O-], O=C1c2ccc(O)cc2S(=O)(=O)N1Cc1ccccc1, CCC(C)=O, COCCOCCBr, CN(C)C=O, [K+], [K+]. The product is COCCOCCOc1ccc2c(c1)S(=O)(=O)N(Cc1ccccc1)C2=O. Reaction SMILES: [C:29](=[O:30])([O-:31])[O-:32].[CH2:1]([c:2]1[cH:3][cH:4][cH:5][cH:6][cH:7]1)[N:8]1[S:9](=[O:10])(=[O:11])[c:12]2[cH:13][c:14]([OH:20])[cH:15][cH:16][c:17]2[C:18]1=[O:19].[CH2:35]([C:36]([CH3:37])=[O:38])[CH3:39].[CH3:21][O:22][CH2:23][CH2:24][O:25][CH2:26][CH2:27][Br:28].[CH3:40][N:41]([CH3:42])[CH:43]=[O:44].[K+:33].[K+:34]>>[CH2:1]([c:2]1[cH:3][cH:4][cH:5][cH:6][cH:7]1)[N:8]1[S:9](=[O:10])(=[O:11])[c:12]2[cH:13][c:14]([O:20][CH2:27][CH2:26][O:25][CH2:24][CH2:23][O:22][CH3:21])[cH:15][cH:16][c:17]2[C:18]1=[O:19]. Reactants: N1C(=CC=C1)C(=O)O (1H-pyrrole-2-carboxylic acid), C(C(=O)Cl)(=O)Cl (oxalyl chloride), CN (Methylamine), acid chloride. The reagents and catalysts are CN(C)C=O (DMF). Solvent: C(C)(=O)OCC (ethyl acetate), C(Cl)Cl (DCM), N1C(=CC=C1)C(=O)Cl (1H-pyrrole-2-carbonyl chloride). Product: CNC(=O)C=1NC=CC1 (1H-pyrrole-2-carboxylic acid methylamide). RXN SMILES: [NH:1]1[CH:5]=[CH:4][CH:3]=[C:2]1[C:6]([OH:8])=O.C(Cl)(=O)C(Cl)=O.[CH3:15][NH2:16]>C(Cl)Cl.CN(C=O)C.N1C=CC=C1C(Cl)=O.C(OCC)(=O)C>[CH3:15][NH:16][C:6]([C:2]1[NH:1][CH:5]=[CH:4][CH:3]=1)=[O:8]. Procedure details: To a solution of 1H-pyrrole-2-carboxylic acid (1 g, 9 mmol) (Aldrich, Milwaukee, Wis.) in DCM (15 mL) was added oxalyl chloride (1.1 mL) and DMF (3 drops). The mixture was stirred at room temperature resulting in 1H-pyrrole-2-carbonyl chloride. Methylamine (30 mmol) was then added to the acid chloride and the mixture was stirred at room temperature. The reaction was diluted with ethyl acetate, washed with brine (2×), NaHCO3, dried and concentrated to give 1H-pyrrole-2-carboxylic acid methylamide... Reactants: FC1=C(C=CC(=C1)F)[C@]([C@@H](C)N1C(N(CC1)C1=CC=C(C=C1)N1N=NN=C1)=O)(CN1N=CN=C1)O (1-[(1R,2R)-2-(2,4-difluorophenyl)-2-hydroxy-1-methyl-3-(1H-1,2,4-triazol-1-yl)propyl]-3-[4-(1H-tetrazol-1-yl)phenyl]-2-imidazolidinone), C(OCI)(OCC1CCCO1)=O (iodomethyl (2,3,4,5-tetrahydrofurfuryl) carbonate). Run in C(C)#N (acetonitrile). Run at temperature 50 celsius, time 15 hour. Yields the product [I-].FC1=C(C=CC(=C1)F)[C@@](C[NH+]1N=CN(C1)COC(=O)OCC1CCCO1)([C@@H](C)N1C(N(CC1)C1=CC=C(C=C1)N1N=NN=C1)=O)O (1-[(2R,3R)-2-(2,4-difluorophenyl)-2-hydroxy-3-[2-oxo-3-[4-(1H-tetrazol-1-yl)phenyl]-1-imidazolidinyl]butyl]-4-[(2,3,4,5-tetrahydrofurfuryl)oxycarbonyloxymethyl]-1H-1,2,4-triazolium iodide). Isolated yield 50.1%. RXN SMILES: [F:1][C:2]1[CH:7]=[C:6]([F:8])[CH:5]=[CH:4][C:3]=1[C@@:9]([OH:35])([CH2:29][N:30]1[CH:34]=[N:33][CH:32]=[N:31]1)[C@H:10]([N:12]1[CH2:16][CH2:15][N:14]([C:17]2[CH:22]=[CH:21][C:20]([N:23]3[CH:27]=[N:26][N:25]=[N:24]3)=[CH:19][CH:18]=2)[C:13]1=[O:28])[CH3:11].[C:36](=[O:47])([O:40][CH2:41][CH:42]1[O:46][CH2:45][CH2:44][CH2:43]1)[O:37][CH2:38][I:39]>C(#N)C>[I-:39].[F:1][C:2]1[CH:7]=[C:6]([F:8])[CH:5]=[CH:4][C:3]=1[C@:9]([OH:35])([C@H:10]([N:12]1[CH2:16][CH2:15][N:14]([C:17]2[CH:22]=[CH:21][C:20]([N:23]3[CH:27]=[N:26][N:25]=[N:24]3)=[CH:19][CH:18]=2)[C:13]1=[O:28])[CH3:11])[CH2:29][NH+:30]1[CH2:34][N:33]([CH2:38][O:37][C:36]([O:40][CH2:41][CH:42]2[O:46][CH2:45][CH2:44][CH2:43]2)=[O:47])[CH:32]=[N:31]1 |f:3.4|. Procedure: To a mixture of 1-[(1R,2R)-2-(2,4-difluorophenyl)-2-hydroxy-1-methyl-3-(1H-1,2,4-triazol-1-yl)propyl]-3-[4-(1H-tetrazol-1-yl)phenyl]-2-imidazolidinone (0.5 g) and acetonitrile (10 ml) was added iodomethyl (2,3,4,5-tetrahydrofurfuryl) carbonate (0.594 g), and the mixture was stirred for 15 hours at 50° C. The reaction mixture was subjected to silica gel flush chromatography (eluent: ethyl acetate→acetone→acetone/ethanol=10/1), and the fraction containing the desired compound was concentrated unde... Starting materials: FB(F)F, CC(=O)O, CCC1CC(C)(C)Oc2c1ccc(O)c2C, O. Reaction SMILES: [B:21]([F:22])([F:23])[F:24].[C:17]([CH3:18])(=[O:19])[OH:20].[CH2:1]([CH3:2])[CH:3]1[CH2:4][C:5]([CH3:15])([CH3:16])[O:6][c:7]2[c:8]([CH3:14])[c:9]([OH:13])[cH:10][cH:11][c:12]21.[OH2:25]>>[CH2:1]([CH3:2])[CH:3]1[CH2:4][C:5]([CH3:15])([CH3:16])[O:6][c:7]2[c:8]([CH3:14])[c:9]([OH:13])[c:10]([C:17]([CH3:18])=[O:19])[cH:11][c:12]21. Yields the product CCC1CC(C)(C)Oc2c1cc(C(C)=O)c(O)c2C. The reactants are CSC1=NCCN1, Cc1ccc(NN)cc1Cl, I, Cc1ccccc1C. The product is Cc1ccc(NNC2=NCCN2)cc1Cl. RXN SMILES: [CH3:2][S:3][C:4]1=[N:8][CH2:7][CH2:6][NH:5]1.[Cl:9][c:10]1[cH:11][c:12]([NH:17][NH2:18])[cH:13][cH:14][c:15]1[CH3:16].[IH:1].[c:19]1([CH3:20])[c:21]([CH3:22])[cH:23][cH:24][cH:25][cH:26]1>>[C:4]1([NH:18][NH:17][c:12]2[cH:11][c:10]([Cl:9])[c:15]([CH3:16])[cH:14][cH:13]2)=[N:8][CH2:7][CH2:6][NH:5]1. The reactants are COc1c(N2CC(C)NC(C)C2)c(F)cc2c(=O)c(C(=O)NCc3ccc(Cl)cc3Cl)cn(C3CC3)c12, ClCCl, CCOC(=O)CN=C=O. RXN SMILES: [CH:1]1([n:4]2[cH:5][c:6]([C:26](=[O:27])[NH:28][CH2:29][c:30]3[c:31]([Cl:37])[cH:32][c:33]([Cl:36])[cH:34][cH:35]3)[c:7](=[O:25])[c:8]3[cH:9][c:10]([F:24])[c:11]([N:16]4[CH2:17][CH:18]([CH3:23])[NH:19][CH:20]([CH3:22])[CH2:21]4)[c:12]([O:14][CH3:15])[c:13]23)[CH2:2][CH2:3]1.[Cl:47][CH2:48][Cl:49].[N:38](=[C:39]=[O:40])[CH2:41][C:42](=[O:43])[O:44][CH2:45][CH3:46]>>[CH:1]1([n:4]2[cH:5][c:6]([C:26](=[O:27])[NH:28][CH2:29][c:30]3[c:31]([Cl:37])[cH:32][c:33]([Cl:36])[cH:34][cH:35]3)[c:7](=[O:25])[c:8]3[cH:9][c:10]([F:24])[c:11]([N:16]4[CH2:17][CH:18]([CH3:23])[N:19]([C:39]([NH:38][CH2:41][C:42](=[O:43])[O:44][CH2:45][CH3:46])=[O:40])[CH:20]([CH3:22])[CH2:21]4)[c:12]([O:14][CH3:15])[c:13]23)[CH2:2][CH2:3]1. The product is CCOC(=O)CNC(=O)N1C(C)CN(c2c(F)cc3c(=O)c(C(=O)NCc4ccc(Cl)cc4Cl)cn(C4CC4)c3c2OC)CC1C. Reactants: Cl.C1(=CC=CC=C1)N(C1=CC=CC=C1)CCCN (N-[3-(N,N-diphenylamino)propyl]-amine hydrochloride), C([O-])([O-])=O.[K+].[K+] (potassium carbonate), C(N)OC1=CC2CCC1CC2 (2-aza-3-ethoxy-bicyclo[2,2,2]oct-2-en), C(N)OC1=CC2CCC1CC2 (2-aza-3-ethoxybicyclo[2,2,2]oct-2-en), F[B-](F)(F)F.C(C)[O+](CC)CC (triethyloxonium tetrafluoroborate), C1CC2CCC1C(=O)N2 (3-isoquinuclidone), C1CC2CCC1C(=O)N2 (3-isoquinuclidone). The solvent is O (water), C(C)O (ethanol), O (water), C(Cl)Cl (methylene chloride), C(Cl)Cl (methylene chloride). Reaction conditions: time 16 hour. The product is C12N=C(C(CC1)CC2)NCCCN(C2=CC=CC=C2)C2=CC=CC=C2 (N'-2-azabicyclo[2,2,2]-oct-2-en-3-yl-N,N-diphenyl-1,3-propanediamine). Yield: 52.2%. RXN SMILES: [CH2:1]1[CH:6]2[C:7]([NH:9][CH:3]([CH2:4][CH2:5]2)[CH2:2]1)=O.F[B-](F)(F)F.C([O+](CC)CC)C.C(=O)([O-])[O-].[K+].[K+].C(OC1C2CCC(CC2)C=1)N.Cl.[C:40]1([N:46]([CH2:53][CH2:54][CH2:55][NH2:56])[C:47]2[CH:52]=[CH:51][CH:50]=[CH:49][CH:48]=2)[CH:45]=[CH:44][CH:43]=[CH:42][CH:41]=1>C(Cl)Cl.O.C(O)C>[CH:3]12[CH2:4][CH2:5][CH:6]([CH2:1][CH2:2]1)[C:7]([NH:56][CH2:55][CH2:54][CH2:53][N:46]([C:47]1[CH:52]=[CH:51][CH:50]=[CH:49][CH:48]=1)[C:40]1[CH:45]=[CH:44][CH:43]=[CH:42][CH:41]=1)=[N:9]2 |f:1.2,3.4.5,7.8|. Procedure: A mixture of 100 g. (0.80 moles) of 3-isoquinuclidone in methylene chloride is added to a mixture of 190 g. (1.00 moles) of triethyloxonium tetrafluoroborate in methylene chloride. The preparation of 3-isoquinuclidone is described at Organic Synthesis Volume 5, John Wiley and Sons, New York (1973), pages 670-672. The reaction is then stirred for about 16 hours. 276 g. of potassium carbonate is added. 45 ml. of water is then added dropwise over about a 15 minute interval. The reaction mixture is ... Starting materials: CC(C(=O)O)C(=O)O (methylmalonic acid), CNC (dimethylamine), C=O (formaldehyde). Solvent: O (water). Run at temperature 0 celsius, time 30 minute. Product: CN(CC(C(=O)O)C)C (N,N-dimethyl-β-amino-isobutyric acid). RXN SMILES: [CH3:1][CH:2]([C:6](O)=O)[C:3]([OH:5])=[O:4].[CH3:9][NH:10][CH3:11].C=O>O>[CH3:9][N:10]([CH3:11])[CH2:6][CH:2]([CH3:1])[C:3]([OH:5])=[O:4]. Reported procedure: In 1.0 ml of water was dissolved 1.5 g of methylmalonic acid, after which 1.26 g of a 50% aqueous dimethylamine solution and 0.96 ml of a 37% aqueous formaldehyde solution were added with stirring at 0° C., and the resulting mixture was stirred at 0° to 5° C. for 3 hours and then at 80° C. for 30 minutes.